describe an organic reaction: reactants, conditions, products, and yield From a dataset of the Open Reaction Database (ORD), a public repository of structured organic reaction records. Reactants: CN1CCCC1, CCN(C(C)C)C(C)C, CC(=O)c1ccc(Cl)nc1, NCCNc1nc(-c2ccc(Cl)cc2Cl)cc2nccn12, O=C(O)C(F)(F)F. The product is CC(=O)c1ccc(NCCNc2nc(-c3ccc(Cl)cc3Cl)cc3nccn23)nc1. RXN SMILES: [CH3:29][N:30]1[CH2:31][CH2:32][CH2:33][CH2:34]1.[CH:45]([N:46]([CH2:47][CH3:48])[CH:49]([CH3:50])[CH3:51])([CH3:52])[CH3:53].[Cl:35][c:36]1[cH:37][cH:38][c:39]([C:42]([CH3:43])=[O:44])[cH:40][n:41]1.[Cl:8][c:9]1[c:10](-[c:16]2[cH:17][c:18]3[n:19]([c:20]([NH:22][CH2:23][CH2:24][NH2:25])[n:21]2)[cH:26][cH:27][n:28]3)[cH:11][cH:12][c:13]([Cl:15])[cH:14]1.[F:1][C:2]([F:3])([F:4])[C:5]([OH:6])=[O:7]>>[Cl:8][c:9]1[c:10](-[c:16]2[cH:17][c:18]3[n:19]([c:20]([NH:22][CH2:23][CH2:24][NH:25][c:36]4[cH:37][cH:38][c:39]([C:42]([CH3:43])=[O:44])[cH:40][n:41]4)[n:21]2)[cH:26][cH:27][n:28]3)[cH:11][cH:12][c:13]([Cl:15])[cH:14]1. Starting materials: ClC=1NC=CC1[N+](=O)[O-] (2-chloro-3-nitropyrrole), C(C)S (ethylmercaptan), C(C)N(C(C)C)C(C)C (ethyldiisopropylamine). Run in C(C)#N (acetonitrile). Conditions: temperature 175 celsius. The product is C(C)SC=1NC=CC1[N+](=O)[O-] (2-ethylthio-3-nitropyrrole). Reaction SMILES: Cl[C:2]1[NH:3][CH:4]=[CH:5][C:6]=1[N+:7]([O-:9])=[O:8].[CH2:10]([SH:12])[CH3:11].C(N(C(C)C)C(C)C)C>C(#N)C>[CH2:10]([S:12][C:2]1[NH:3][CH:4]=[CH:5][C:6]=1[N+:7]([O-:9])=[O:8])[CH3:11]. Reported procedure: Using a microwave chemical reactor (CEM Explorer Microwave System manufactured by CEM Corporation, 3100 Smith Farm Road, Matthews N.C., 28106-0200), 0.1 gram (0.70 millimole) of 2-chloro-3-nitropyrrole (prepared in Steps D-F of Example 1), 0.5 mL (excess) of ethylmercaptan and 0.2 mL of ethyldiisopropylamine (excess) in 5 mL of acetonitrile were placed in an appropriate 10 mL vile. The vile was sealed and placed in the reaction chamber of the microwave chemical reactor. At 150 watts of power, th... Reactants: CC(C)=O, Ic1ccc(N2CCNCC2)cc1, CCI, [K+], [K+], O=C([O-])[O-]. The product is CCN1CCN(c2ccc(I)cc2)CC1. RXN SMILES: [CH3:23][C:24](=[O:25])[CH3:26].[I:1][c:2]1[cH:3][cH:4][c:5]([N:8]2[CH2:9][CH2:10][NH:11][CH2:12][CH2:13]2)[cH:6][cH:7]1.[I:20][CH2:21][CH3:22].[K+:14].[K+:15].[O-:16][C:17]([O-:18])=[O:19]>>[I:1][c:2]1[cH:3][cH:4][c:5]([N:8]2[CH2:9][CH2:10][N:11]([CH2:21][CH3:22])[CH2:12][CH2:13]2)[cH:6][cH:7]1. Reactants: CC1(OCCC(C1)CO)C ((2,2-dimethyltetrahydro-2H-pyran-4-yl)methanol), N1=CC=CC=C1 (pyridine), C1(=CC=C(C=C1)S(=O)(=O)Cl)C (para-toluenesulfonyl chloride). Reagents/catalysts: CN(C)C=1C=CN=CC1 (DMAP). Run in O (water), C(Cl)Cl (DCM), C(Cl)Cl (DCM). Reaction conditions: time 18 hour. Product: CC1=CC=C(C=C1)S(=O)(=O)OCC1CC(OCC1)(C)C ((R/S)-(2,2-dimethyltetrahydro-2H-pyran-4-yl)methyl 4-methylbenzenesulfonate). Reaction SMILES: [CH3:1][C:2]1([CH3:10])[CH2:7][CH:6]([CH2:8][OH:9])[CH2:5][CH2:4][O:3]1.N1C=CC=CC=1.[C:17]1([CH3:27])[CH:22]=[CH:21][C:20]([S:23](Cl)(=[O:25])=[O:24])=[CH:19][CH:18]=1>C(Cl)Cl.CN(C1C=CN=CC=1)C.O>[CH3:27][C:17]1[CH:22]=[CH:21][C:20]([S:23]([O:9][CH2:8][CH:6]2[CH2:5][CH2:4][O:3][C:2]([CH3:10])([CH3:1])[CH2:7]2)(=[O:25])=[O:24])=[CH:19][CH:18]=1. Procedure: To a solution of (2,2-dimethyltetrahydro-2H-pyran-4-yl)methanol (1 g, 6.93 mmol) in DCM (5 mL) and pyridine (5 mL, 61.8 mmol) was added para-toluenesulfonyl chloride (1.586 g, 8.32 mmol) and DMAP (0.042 g, 0.347 mmol). The mixture was stirred for 18 hr at ambient temperature. The reaction mixture was concentrated in vacuo and the resulting resulting residue was diluted with water and DCM. The separated organic layer was washed with 0.2N aqueous HCl (1×), 1N aqueous HCl (2×), brine, dried over so... Starting materials: CC(C)(C)OC(=O)N1CC2C(F)CCC(c3ccccc3)(c3ccccc3)C2C1, Cl, C1COCCO1. Yields the product Cl, FC1CCC(c2ccccc2)(c2ccccc2)C2CNCC12. Reaction SMILES: [C:1]([O:2][C:3](=[O:4])[N:8]1[CH2:9][CH:10]2[CH:11]([F:29])[CH2:12][CH2:13][C:14]([c:17]3[cH:18][cH:19][cH:20][cH:21][cH:22]3)([c:23]3[cH:24][cH:25][cH:26][cH:27][cH:28]3)[CH:15]2[CH2:16]1)([CH3:5])([CH3:6])[CH3:7].[ClH:30].[O:31]1[CH2:32][CH2:33][O:34][CH2:35][CH2:36]1>>[ClH:30].[NH:8]1[CH2:9][CH:10]2[CH:11]([F:29])[CH2:12][CH2:13][C:14]([c:17]3[cH:18][cH:19][cH:20][cH:21][cH:22]3)([c:23]3[cH:24][cH:25][cH:26][cH:27][cH:28]3)[CH:15]2[CH2:16]1. Product: C1(CC1)NC(=O)C=1C=CC(=C(C1)NC(=O)C=1C=NC(=NC1)OCC=1N=C2N(C=CC=C2)C1)C (N-{5-[(cyclopropylamino)carbonyl]-2-methylphenyl}-2-(imidazo[1,2-a]pyridin-2-ylmethoxy)pyrimidine-5-carboxamide). The solvent is C1CCOC1 (THF). Isolated yield 23.3%. Reactants: C1(CC1)NC(=O)C=1C=CC(=C(C1)NC(=O)C=1C=NC(=NC1)S(=O)(=O)C)C (N-{5-[(cyclopropylamino)carbonyl]-2-methylphenyl}-2-(methylsulfonyl)pyrimidine-5-carboxamide), N=1C(=CN2C1C=CC=C2)CO (imidazo[1,2-a]pyridine-2-methanol), C([O-])([O-])=O.[K+].[K+] (potassium carbonate). Reaction SMILES: [CH:1]1([NH:4][C:5]([C:7]2[CH:8]=[CH:9][C:10]([CH3:26])=[C:11]([NH:13][C:14]([C:16]3[CH:17]=[N:18][C:19](S(C)(=O)=O)=[N:20][CH:21]=3)=[O:15])[CH:12]=2)=[O:6])[CH2:3][CH2:2]1.[N:27]1[C:28]([CH2:36][OH:37])=[CH:29][N:30]2[CH:35]=[CH:34][CH:33]=[CH:32][C:31]=12.C(=O)([O-])[O-].[K+].[K+]>C1COCC1>[CH:1]1([NH:4][C:5]([C:7]2[CH:8]=[CH:9][C:10]([CH3:26])=[C:11]([NH:13][C:14]([C:16]3[CH:17]=[N:18][C:19]([O:37][CH2:36][C:28]4[N:27]=[C:31]5[CH:32]=[CH:33][CH:34]=[CH:35][N:30]5[CH:29]=4)=[N:20][CH:21]=3)=[O:15])[CH:12]=2)=[O:6])[CH2:3][CH2:2]1 |f:2.3.4|. Reported procedure: A mixture of N-{5-[(cyclopropylamino)carbonyl]-2-methylphenyl}-2-(methylsulfonyl)pyrimidine-5-carboxamide (120 mg, 0.32 mmol), imidazo[1,2-a]pyridine-2-methanol (48 mg, 0.32 mmol) and potassium carbonate (44 mg, 0.32 mmol) in THF (5 mL) was heated to 67° C. for 3.5 h. The mixture was cooled to room temperature and partitioned between DCM and water and the layers separated. The aqueous layer was extracted with DCM and the combined organic extracts dried (MgSO4), filtered and concentrated at reduc... Run at temperature 67 celsius. Product: COC(=O)c1ccc(Cc2ccccc2C)o1. The reactants are ClC(Cl)(Cl)Cl, Cc1ccccc1CBr, [Cl-], COC(=O)c1ccco1. Reaction SMILES: [C:20]([Cl:21])([Cl:22])([Cl:23])[Cl:24].[CH3:1][c:2]1[c:3]([CH2:4][Br:5])[cH:6][cH:7][cH:8][cH:9]1.[Cl-:19].[o:10]1[c:11]([C:15](=[O:16])[O:17][CH3:18])[cH:12][cH:13][cH:14]1>>[CH3:1][c:2]1[c:3]([CH2:4][c:14]2[o:10][c:11]([C:15](=[O:16])[O:17][CH3:18])[cH:12][cH:13]2)[cH:6][cH:7][cH:8][cH:9]1. The reactants are [BH4-].[Na+] (sodium borohydride), O1[C@H]2[C@@H]1C(C[C@@H]1[C@@H](C[C@H]3[C@@H]4CC[C@H]([C@@H](CCCC(C)(C)O)C)[C@]4(CC[C@@H]3[C@@]21C)C)OS(=O)(=O)C)O (1α,2α-epoxy-25-hydroxy-6β-methylsulfonyloxy-5α-cholestan-3-ol), O (Water), [BH4-].[Li+] (lithium borohydride), O (water). The solvent is O1CCCC1 (tetrahydrofuran). Product: O[C@H]1CC(C[C@@H]2[C@@H](C[C@H]3[C@@H]4CC[C@H]([C@@H](CCCC(C)(C)O)C)[C@]4(CC[C@@H]3[C@@]12C)C)OS(=O)(=O)C)O (1α,25-dihydroxy-6β-methylsulfonyloxy-5α-cholestan-3-ol). Isolated yield 10.9%. RXN SMILES: [BH4-].[Na+].[BH4-].[Li+].[O:5]1[C@H:7]2[CH:8]([OH:39])[CH2:9][C@H:10]3[C@:31]([CH3:32])([C@@H:6]12)[C@@H:30]1[C@H:13]([C@H:14]2[C@:27]([CH3:33])([CH2:28][CH2:29]1)[C@@H:17]([C@H:18]([CH3:26])[CH2:19][CH2:20][CH2:21][C:22]([OH:25])([CH3:24])[CH3:23])[CH2:16][CH2:15]2)[CH2:12][C@H:11]3[O:34][S:35]([CH3:38])(=[O:37])=[O:36].O>O1CCCC1>[OH:5][C@@H:6]1[C@@:31]2([CH3:32])[C@@H:10]([C@H:11]([O:34][S:35]([CH3:38])(=[O:37])=[O:36])[CH2:12][C@@H:13]3[C@@H:30]2[CH2:29][CH2:28][C@@:27]2([CH3:33])[C@H:14]3[CH2:15][CH2:16][C@@H:17]2[C@H:18]([CH3:26])[CH2:19][CH2:20][CH2:21][C:22]([OH:25])([CH3:24])[CH3:23])[CH2:9][CH:8]([OH:39])[CH2:7]1 |f:0.1,2.3|. Procedure details: To a mixture of 1-molar diborane-tetrahydrofuran complex (not stabilized with sodium borohydride, 157 ml) and lithium borohydride (3.4 g, 0.155 mole) cooled in an ice bath was added dropwise over about 25 minutes a solution of 1α,2α-epoxy-25-hydroxy-6β-methylsulfonyloxy-5α-cholestan-3-ol (20.0 g, 0.392 mole) in tetrahydrofuran (100 ml) with stirring under nitrogen. The suspension was stirred at 0° for about 6 hours, and then stored in a refrigerator (ca. 30° C) overnight. Water (200 ml) was adde...